From a dataset of the Open Reaction Database (ORD), a public repository of structured organic reaction records. describe an organic reaction: reactants, conditions, products, and yield Reactants: CN1C2CCC1CC(n1ccc3cc(Br)ccc31)C2, CC(C)(C)P(C(C)(C)C)C(C)(C)C, C[Si](C)(C)[N-][Si](C)(C)C, [Li+], O=C(C=Cc1ccccc1)C=Cc1ccccc1, O=C(C=Cc1ccccc1)C=Cc1ccccc1, O=C(C=Cc1ccccc1)C=Cc1ccccc1, C1CCOC1, [Pd], [Pd]. Yields the product CN1C2CCC1CC(n1ccc3cc(N)ccc31)C2. RXN SMILES: [Br:1][c:2]1[cH:3][c:4]2[cH:5][cH:6][n:7]([CH:11]3[CH2:12][CH:13]4[CH2:14][CH2:15][CH:16]([CH2:17]3)[N:18]4[CH3:19])[c:8]2[cH:9][cH:10]1.[C:20]([P:21]([C:22]([CH3:23])([CH3:24])[CH3:25])[C:26]([CH3:27])([CH3:28])[CH3:29])([CH3:30])([CH3:31])[CH3:32].[CH3:33][Si:34]([N-:37][Si:35]([CH3:36])([CH3:38])[CH3:39])([CH3:40])[CH3:41].[Li+:42].[O:45]=[C:46]([CH:47]=[CH:48][c:49]1[cH:50][cH:51][cH:52][cH:53][cH:54]1)[CH:55]=[CH:56][c:57]1[cH:58][cH:59][cH:60][cH:61][cH:62]1.[O:63]=[C:64]([CH:65]=[CH:66][c:67]1[cH:68][cH:69][cH:70][cH:71][cH:72]1)[CH:73]=[CH:74][c:75]1[cH:76][cH:77][cH:78][cH:79][cH:80]1.[O:81]=[C:82]([CH:83]=[CH:84][c:85]1[cH:86][cH:87][cH:88][cH:89][cH:90]1)[CH:91]=[CH:92][c:93]1[cH:94][cH:95][cH:96][cH:97][cH:98]1.[O:99]1[CH2:100][CH2:101][CH2:102][CH2:103]1.[Pd:43].[Pd:44]>>[c:2]1([NH2:37])[cH:3][c:4]2[cH:5][cH:6][n:7]([CH:11]3[CH2:12][CH:13]4[CH2:14][CH2:15][CH:16]([CH2:17]3)[N:18]4[CH3:19])[c:8]2[cH:9][cH:10]1. Starting materials: ClC=1C(=NC=NC1Cl)N (5,6-dichloropyrimidin-4-amine), NC1CC2(CN(C2)C(=O)OC(C)(C)C)C1 (tert-butyl 6-amino-2-azaspiro[3.3]heptane-2-carboxylate), C(C1=CC=CC=C1)N1N=CC(=C1)B(O)O ((1-benzyl-1H-pyrazol-4-yl)boronic acid), C(C=C)(=O)O (acrylic acid). Product: NC1=C(C(=NC=N1)NC1CC2(CN(C2)C(C=C)=O)C1)C=1C=NN(C1)CC1=CC=CC=C1 (1-(6-((6-amino-5-(1-benzyl-1H-pyrazol-4-yl)pyrimidin-4-yl)amino)-2-azaspiro[3.3]heptan-2-yl)prop-2-en-1-one). As a reaction SMILES: Cl[C:2]1[C:3]([NH2:9])=[N:4][CH:5]=[N:6][C:7]=1Cl.[NH2:10][CH:11]1[CH2:24][C:13]2([CH2:16][N:15]([C:17]([O:19]C(C)(C)C)=O)[CH2:14]2)[CH2:12]1.[CH2:25]([N:32]1[CH:36]=[C:35](B(O)O)[CH:34]=[N:33]1)[C:26]1[CH:31]=[CH:30][CH:29]=[CH:28][CH:27]=1.[C:40](O)(=O)[CH:41]=C>>[NH2:9][C:3]1[N:4]=[CH:5][N:6]=[C:7]([NH:10][CH:11]2[CH2:12][C:13]3([CH2:14][N:15]([C:17](=[O:19])[CH:40]=[CH2:41])[CH2:16]3)[CH2:24]2)[C:2]=1[C:35]1[CH:34]=[N:33][N:32]([CH2:25][C:26]2[CH:31]=[CH:30][CH:29]=[CH:28][CH:27]=2)[CH:36]=1. Reported procedure: 1-(6-((6-amino-5-(1-benzyl-1H-pyrazol-4-yl)pyrimidin-4-yl)amino)-2-azaspiro[3.3]heptan-2-yl)prop-2-en-1-one was prepared from 5,6-dichloropyrimidin-4-amine, tert-butyl 6-amino-2-azaspiro[3.3]heptane-2-carboxylate, (1-benzyl-1H-pyrazol-4-yl)boronic acid and acrylic acid according to general scheme 3 using methods S1, S2, S3, and S4A. HPLC purity: 98%. MS: m/z=416 [M+H]+. 1H NMR (CD3OD) δ 8.21 (s, 1H), 7.84 (s, 1H), 7.58 (s, 1H), 7.41 (m, 5H), 6.29 (m, 2H), 5.72 (m, 1H), 5.43 (s, 2H), 4.56 (s, 1H)... The reactants are O1C(=NCC1)C1=CC(=C(C=C1)C1=CC=C(C=C1)C(=O)OC)C (methyl 4'-(4,5-dihydrooxazol-2-yl)-2'-methylbiphenyl-4-carboxylate), 1'-methyl, CN1CCC2(CC1)COC1=CC=3CCNC3C=C12 (1'-methyl-2,3,6,7-tetrahydrospiro[furo[2,3-f]indole-3,4'-piperidine]). Yields the product O1C(=NCC1)C1=CC(=C(C=C1)C1=CC=C(C=C1)C(=O)N1CCC=2C=C3C(=CC12)C1(CCN(CC1)C)CO3)C (5-[4'-(4,5-Dihydrooxazol-2-yl)-2'-methylbiphenyl-4-carbonyl]-1'-methyl-2,3,6,7-tetrahydrospiro[furo[2,3-f]indole-3,4'-piperidine]). Yield: 35.0%. Reaction SMILES: [O:1]1[CH2:5][CH2:4][N:3]=[C:2]1[C:6]1[CH:11]=[CH:10][C:9]([C:12]2[CH:17]=[CH:16][C:15]([C:18](OC)=[O:19])=[CH:14][CH:13]=2)=[C:8]([CH3:22])[CH:7]=1.[CH3:23][N:24]1[CH2:29][CH2:28][C:27]2([C:40]3[C:32](=[CH:33][C:34]4[CH2:35][CH2:36][NH:37][C:38]=4[CH:39]=3)[O:31][CH2:30]2)[CH2:26][CH2:25]1>>[O:1]1[CH2:5][CH2:4][N:3]=[C:2]1[C:6]1[CH:11]=[CH:10][C:9]([C:12]2[CH:17]=[CH:16][C:15]([C:18]([N:37]3[C:38]4[CH:39]=[C:40]5[C:27]6([CH2:30][O:31][C:32]5=[CH:33][C:34]=4[CH2:35][CH2:36]3)[CH2:26][CH2:25][N:24]([CH3:23])[CH2:29][CH2:28]6)=[O:19])=[CH:14][CH:13]=2)=[C:8]([CH3:22])[CH:7]=1. Procedure: This was prepared from methyl 4'-(4,5-dihydrooxazol-2-yl)-2'-methylbiphenyl-4-carboxylate (D114) and 1'-methyl-2,3,6,7-tetrahydrospiro[furo[2,3-f]indole-3,4'-piperidine (D8) following the procedure of Example 12. This gave the title compound (35%) as a light yellow solid. Reactants: CO, O=C(O)c1c(-c2c(F)cccc2Cl)noc1-c1cnn(-c2cccnc2)c1C(F)(F)F, ClCCl, O=S(Cl)Cl. The product is COC(=O)c1c(-c2c(F)cccc2Cl)noc1-c1cnn(-c2cccnc2)c1C(F)(F)F. Reaction SMILES: [CH3:36][OH:37].[Cl:1][c:2]1[c:3](-[c:9]2[n:10][o:11][c:12](-[c:17]3[cH:18][n:19][n:20](-[c:26]4[cH:27][n:28][cH:29][cH:30][cH:31]4)[c:21]3[C:22]([F:23])([F:24])[F:25])[c:13]2[C:14](=[O:15])[OH:16])[c:4]([F:8])[cH:5][cH:6][cH:7]1.[Cl:38][CH2:39][Cl:40].[S:32]([Cl:33])([Cl:34])=[O:35]>>[Cl:1][c:2]1[c:3](-[c:9]2[n:10][o:11][c:12](-[c:17]3[cH:18][n:19][n:20](-[c:26]4[cH:27][n:28][cH:29][cH:30][cH:31]4)[c:21]3[C:22]([F:23])([F:24])[F:25])[c:13]2[C:14](=[O:15])[O:16][CH3:36])[c:4]([F:8])[cH:5][cH:6][cH:7]1. Reported procedure: A sealed tube was charged with methyl 2-((3S,5R,6S)-5-(3-chlorophenyl)-6-(4-chlorophenyl)-1-(cyclopropylmethyl)-2-oxopiperidin-3-yl)acetate (Example 59, Step A) (109 mg, 0.244 mmol), ammonia, 7N solution in methanol (2 ml, 14.00 mmol) and sodium cyanide (1.197 mg, 0.024 mmol). The tube was sealed and heated to 50° C. The pressure reached 35 kilopascals after 1 hour. The reaction was stirred at 50° C. for 18 h. The reaction was cooled to rt and anhydrous ammonia (gas) was bubbled through the solu... The product is ClC=1C=C(C=CC1)[C@H]1C[C@H](C(N([C@@H]1C1=CC=C(C=C1)Cl)CC1CC1)=O)CC(=O)N (2-((3S,5R,6S)-5-(3-chlorophenyl)-6-(4-chlorophenyl)-1-(cyclopropylmethyl)-2-oxopiperidin-3-yl)acetamide). Run at temperature 50 celsius, time 18 hour. Starting materials: ClC=1C=C(C=CC1)[C@H]1C[C@H](C(N([C@@H]1C1=CC=C(C=C1)Cl)CC1CC1)=O)CC(=O)OC (Methyl 2-((3S,5R,6S)-5-(3-chlorophenyl)-6-(4-chlorophenyl)-1-(cyclopropylmethyl)-2-oxopiperidin-3-yl)acetate), N (ammonia), solution, CO (methanol), [C-]#N.[Na+] (sodium cyanide). Reaction SMILES: [Cl:1][C:2]1[CH:3]=[C:4]([C@@H:8]2[C@@H:13]([C:14]3[CH:19]=[CH:18][C:17]([Cl:20])=[CH:16][CH:15]=3)[N:12]([CH2:21][CH:22]3[CH2:24][CH2:23]3)[C:11](=[O:25])[C@H:10]([CH2:26][C:27](OC)=[O:28])[CH2:9]2)[CH:5]=[CH:6][CH:7]=1.[NH3:31].CO.[C-]#N.[Na+]>>[Cl:1][C:2]1[CH:3]=[C:4]([C@@H:8]2[C@@H:13]([C:14]3[CH:15]=[CH:16][C:17]([Cl:20])=[CH:18][CH:19]=3)[N:12]([CH2:21][CH:22]3[CH2:23][CH2:24]3)[C:11](=[O:25])[C@H:10]([CH2:26][C:27]([NH2:31])=[O:28])[CH2:9]2)[CH:5]=[CH:6][CH:7]=1 |f:3.4|. Starting materials: C(CCC)[Li] (Butyllithium), CCOCC (Et2O), C(C)(C)(C)[Si](C)(C)OC1CCOC2=CC=CC=C12 (tert-butyl-(chroman-4-yloxy)-dimethyl-silane). Run in CN(C)C=O (DMF). Run at temperature 3 celsius, time 15 hour. The product is C(C)(C)(C)[Si](OC1CCOC2=C(C=CC=C12)C=O)(C)C (4-(tert-butyl-dimethyl-silanyloxy)-chroman-8-carbaldehyde). Reaction SMILES: C([Li])CCC.C[CH2:7][O:8]CC.[C:11]([Si:15]([O:18][CH:19]1[C:28]2[C:23](=[CH:24][CH:25]=[CH:26][CH:27]=2)[O:22][CH2:21][CH2:20]1)([CH3:17])[CH3:16])([CH3:14])([CH3:13])[CH3:12]>CN(C=O)C>[C:11]([Si:15]([CH3:17])([CH3:16])[O:18][CH:19]1[C:28]2[C:23](=[C:24]([CH:7]=[O:8])[CH:25]=[CH:26][CH:27]=2)[O:22][CH2:21][CH2:20]1)([CH3:14])([CH3:12])[CH3:13]. Procedure details: Butyllithium was added to an Et2O (80 mL) solution of tert-butyl-(chroman-4-yloxy)-dimethyl-silane (6.21 g, 23.5 mmol) at −80° C. After stirring the mixture at 3° C. for 15 h, DMF (10 mL) was added at 0° C. Following a 30 min stirring at RT, the reaction was quenched with saturated NH4Cl solution. The reaction was diluted with Et2O (200 mL) and washed with brine. The organic phase was dried over MgSO41 filtered, and concentrated in vacuo to provide the crude compound (40% conversion by 1H NMR) w... Reactants: COC([C@@H](NC([C@@H](NC(=O)OC(C)(C)C)C(C)C)=O)C(C)C)=O (N-tert-butoxycarbonyl L-valyl L-valine methyl ester), C(=O)(C(F)(F)F)O (TFA), C(=O)(C(F)(F)F)O (TFA). The solvent is C(Cl)Cl (CH2Cl2). Yields the product FC(C(=O)O)(F)F.COC([C@@H](NC([C@@H](N)C(C)C)=O)C(C)C)=O (L-Valyl L-Valine Methyl Ester Trifluoroacetate). Reaction SMILES: [CH3:1][O:2][C:3](=[O:23])[C@H:4]([CH:20]([CH3:22])[CH3:21])[NH:5][C:6](=[O:19])[C@H:7]([CH:16]([CH3:18])[CH3:17])[NH:8]C(OC(C)(C)C)=O.[C:24]([OH:30])([C:26]([F:29])([F:28])[F:27])=[O:25]>C(Cl)Cl>[F:27][C:26]([F:29])([F:28])[C:24]([OH:30])=[O:25].[CH3:1][O:2][C:3](=[O:23])[C@H:4]([CH:20]([CH3:22])[CH3:21])[NH:5][C:6](=[O:19])[C@H:7]([CH:16]([CH3:17])[CH3:18])[NH2:8] |f:3.4|. Procedure: N-tert-butoxycarbonyl L-valyl L-valine methyl ester (16.47 g, 49.85 mmol) was treated with a 50% (v/v) solution of TFA in CH2Cl2 (130 mL). The reaction mixture was stirred for 2 h at room temperature before the solvent and bulk of excess TFA were evaporated. Portions of CH2Cl2 (3×100 mL) and purified CHCl3 (6×200 mL) were added and evaporated. The residue (19.17 g) was washed with Et2O (2×80 mL) and the Et2O decanted off. An additional 80 mL Et2O was added and the suspension filtered. The collec... The reactants are BrC1=CC=C(C(CC2CSCCC2=O)=O)C=C1 (3-(4-bromophenacyl)-2,3,5,6-tetrahydrothiopyran-4-one), Cl (hydrogen chloride), Example 2 ( a ), NC(CN(C)C)C (2-amino-1-dimethylaminopropane). The reagents and catalysts are Cl (hydrochloric acid). The solvent is C(C)O (ethanol), CCOCC (ether), C(C)O (ethanol). Reaction conditions: temperature 5 celsius. The product is Cl.CN(CC(C)N1C2=C(C=C1C1=CC=C(C=C1)Br)CSCC2)C (1-(1-dimethylamino-2-propyl)-2-(4-bromophenyl)-1,4,6,7-tetrahydrothiopyrano[4,3-b]pyrrole hydrochloride). RXN SMILES: [Br:1][C:2]1[CH:17]=[CH:16][C:5]([C:6](=O)[CH2:7][CH:8]2[C:13](=O)[CH2:12][CH2:11][S:10][CH2:9]2)=[CH:4][CH:3]=1.[NH2:18][CH:19]([CH3:24])[CH2:20][N:21]([CH3:23])[CH3:22].[ClH:25]>Cl.C(O)C.CCOCC>[ClH:25].[CH3:22][N:21]([CH3:23])[CH2:20][CH:19]([N:18]1[C:6]([C:5]2[CH:16]=[CH:17][C:2]([Br:1])=[CH:3][CH:4]=2)=[CH:7][C:8]2[CH2:9][S:10][CH2:11][CH2:12][C:13]1=2)[CH3:24] |f:6.7|. Procedure: A solution of 5.5 g (0.017 mole) of 3-(4-bromophenacyl)-2,3,5,6-tetrahydrothiopyran-4-one [Example 2 (a)], 1.6 g of 2-amino-1-dimethylaminopropane, 16 ml. of ethanol, and one drop of concentrated hydrochloric acid is heated under reflux for 3 hours, cooled to 5°C, and filtered to provide a solid product. The resulting product is dissolved in ethanol, the solution is acidified with ethereal hydrogen chloride and diluted to the cloud point with ether. Upon standing, a solid separates. Recrystalliz... Procedure: A solution of 6-chloroanthranilic acid (1.9549 g, 11.57 mmol) in 4:1 benzene/methanol (58 mL) was treated with trimethylsilyldiazomethane (7.0 mL, 14.0 mmol, 2.0M solution in hexanes), stirred for 18 hours, quenched with acetic acid (1 mL), and concentrated. The concentrate (2.04 g, 10.99 mmol) was dissolved in pyridine (22 mL), treated with 2-fluorobenzenesulfonyl chloride (1.75 mL, 13.19 mmol), stirred for 18 hours, quenched with 1N HCl (200 mL), and treated with ethyl acetate (100 mL). The or... The yield is 62.9%. The solvent is C1=CC=CC=C1.CO (benzene methanol). RXN SMILES: [Cl:1][C:2]1[CH:3]=[CH:4][CH:5]=[C:6]([NH2:11])[C:7]=1[C:8]([OH:10])=[O:9].[CH3:12][Si](C=[N+]=[N-])(C)C.[F:19][C:20]1[CH:25]=[CH:24][CH:23]=[CH:22][C:21]=1[S:26](Cl)(=[O:28])=[O:27]>C1C=CC=CC=1.CO>[Cl:1][C:2]1[CH:3]=[CH:4][CH:5]=[C:6]([NH:11][S:26]([C:21]2[CH:22]=[CH:23][CH:24]=[CH:25][C:20]=2[F:19])(=[O:28])=[O:27])[C:7]=1[C:8]([O:10][CH3:12])=[O:9] |f:3.4|. The product is ClC1=C(C(=O)OC)C(=CC=C1)NS(=O)(=O)C1=C(C=CC=C1)F (methyl 2-chloro-6-{[(2-fluorophenyl)sulfonyl]amino}benzoate). Conditions: time 18 hour. Reactants: ClC=1C=CC=C(C1C(=O)O)N (6-chloroanthranilic acid), C[Si](C)(C)C=[N+]=[N-] (trimethylsilyldiazomethane), FC1=C(C=CC=C1)S(=O)(=O)Cl (2-fluorobenzenesulfonyl chloride). Starting materials: ( A ), ClC(C(=N)N)(Cl)Cl (trichloroacetamidine), COC(CC(=O)C)=O (methylacetoacetate), C(N)(=O)Cl (carbamoyl chloride), ( A ), ( B ). Product: OC1=NC(=NC(=C1)C)C(Cl)(Cl)Cl (4-hydroxy-6-methyl-2-trichloromethylpyrimidine). Reaction SMILES: C(Cl)(=O)N.[Cl:5][C:6]([Cl:11])([Cl:10])[C:7]([NH2:9])=[NH:8].C[O:13][C:14](=O)[CH2:15][C:16]([CH3:18])=O>>[OH:13][C:14]1[CH:15]=[C:16]([CH3:18])[N:9]=[C:7]([C:6]([Cl:11])([Cl:10])[Cl:5])[N:8]=1. Reported procedure: The pyrimidinyl carbamate compounds of the present invention may be prepared by reacting trichloroacetamidine with the corresponding acetoacetate to form the corresponding 4-hydroxy-2-trichloromethylpyrimidine, which is then reacted with a selected carbamoyl chloride. These general reactions are illustrated below in equations (A) and (B). In equation (A), trichloroacetamidine is reacted with methylacetoacetate to form 4-hydroxy-6-methyl-2-trichloromethylpyrimidine. In equation (B), the 4-hydroxy...